describe an organic reaction: reactants, conditions, products, and yield From a dataset of the Open Reaction Database (ORD), a public repository of structured organic reaction records. Starting materials: C(C1=CC=CC=C1)N1CCC(CC1)NCC1=C(C(=CC=C1)F)NC(OC(C)(C)C)=O (tert-Butyl 2-((1-benzylpiperidin-4-ylamino)methyl)-6-fluorophenylcarbamate). Solvent: N1=CC=CC=C1 (pyridine). Yields the product C(C1=CC=CC=C1)N1CCC(CC1)N1C(NC2=C(C=CC=C2C1)F)=O (3-(1-Benzylpiperidin-4-yl)-8-fluoro-3,4-dihydroquinazolin-2(1H)-one). As a reaction SMILES: [CH2:1]([N:8]1[CH2:13][CH2:12][CH:11]([NH:14][CH2:15][C:16]2[CH:21]=[CH:20][CH:19]=[C:18]([F:22])[C:17]=2[NH:23][C:24](=[O:30])OC(C)(C)C)[CH2:10][CH2:9]1)[C:2]1[CH:7]=[CH:6][CH:5]=[CH:4][CH:3]=1>N1C=CC=CC=1>[CH2:1]([N:8]1[CH2:9][CH2:10][CH:11]([N:14]2[CH2:15][C:16]3[C:17](=[C:18]([F:22])[CH:19]=[CH:20][CH:21]=3)[NH:23][C:24]2=[O:30])[CH2:12][CH2:13]1)[C:2]1[CH:3]=[CH:4][CH:5]=[CH:6][CH:7]=1. Procedure: tert-Butyl 2-((1-benzylpiperidin-4-ylamino)methyl)-6-fluorophenylcarbamate (83.0 g, 201 mmol) was dissolved in pyridine (600 mL) and heated at reflux for 12 h. The reaction was concentrated, triturated with hot diethyl ether and placed in the freezer overnight. The resulting solid was filtered to give 68.1 g (64%) as a white solid. 1H-NMR (CDCl3, 500 MHz) δ 1.68 (m, 2H), 1.86 (dddd, J=11.9, 11.9, 11.9, 3.4 Hz, 2H), 2.14 (dd, J=11.6, 10.1 Hz, 2H), 2.98 (d, J=11.6 Hz, 2H), 3.51 (s, 2H), 4.34-4.44 ...